This data is from the Open Reaction Database (ORD), a public repository of structured organic reaction records. The task is: describe an organic reaction: reactants, conditions, products, and yield Starting materials: Cl.FC1=C(C=CC=C1)CC(=O)C1CCNCC1 (2-(2-fluorophenyl)-1-(piperidin-4-yl)ethanone hydrochloride), [OH-].[Na+] (sodium hydroxide), C(C)(C)(C)OC=1C(=NC=CN1)C=O (3-tert-butoxypyrazine-2-carboxaldehyde), C(C)(=O)O[BH-](OC(C)=O)OC(C)=O.[Na+] (sodium triacetoxyborohydride). Run in ClCCl (dichloromethane). Conditions: time 3.5 day. The product is C(C)(C)(C)OC=1C(=NC=CN1)CN1CCC(CC1)C(CC1=C(C=CC=C1)F)=O (1-[1-(3-tert-Butoxy-2-pyrazinylmethyl)piperidin-4-yl]-2-(2-fluorophenyl)ethanone). The yield is 75.7%. Reaction SMILES: Cl.[F:2][C:3]1[CH:8]=[CH:7][CH:6]=[CH:5][C:4]=1[CH2:9][C:10]([CH:12]1[CH2:17][CH2:16][NH:15][CH2:14][CH2:13]1)=[O:11].[C:18]([O:22][C:23]1[C:24]([CH:29]=O)=[N:25][CH:26]=[CH:27][N:28]=1)([CH3:21])([CH3:20])[CH3:19].C(O[BH-](OC(=O)C)OC(=O)C)(=O)C.[Na+].[OH-].[Na+]>ClCCl>[C:18]([O:22][C:23]1[C:24]([CH2:29][N:15]2[CH2:14][CH2:13][CH:12]([C:10](=[O:11])[CH2:9][C:4]3[CH:5]=[CH:6][CH:7]=[CH:8][C:3]=3[F:2])[CH2:17][CH2:16]2)=[N:25][CH:26]=[CH:27][N:28]=1)([CH3:21])([CH3:20])[CH3:19] |f:0.1,3.4,5.6|. Procedure details: After suspending 295 mg of 2-(2-fluorophenyl)-1-(piperidin-4-yl)ethanone hydrochloride in 6 ml of dichloromethane, 247 mg of 3-tert-butoxypyrazine-2-carboxaldehyde and 364 mg of sodium triacetoxyborohydride were added while stirring on ice, and the stirring was continued for 3.5 days at room temperature. A 1N sodium hydroxide solution was added to the reaction mixture to render it alkaline, and then extraction was performed with ethyl acetate. The organic layer was washed with saturated brine an... Starting materials: CCN(C(C)C)C(C)C (DIPEA), CN1C(NC(=C1)C1=CC=CC=C1)=S (1-methyl-4 phenyl-1,3-dihydro-imidazole-2-thione), crude product, ClCC(=O)CCl (1,3-dichloroacetone), FC(C1=CC=CC(=N1)N)(F)F (6-trifluoromethyl-pyridin-2-ylamine). Run in CN(C)C=O (DMF), COCCOC (1,2-dimethoxyethane). Reaction conditions: time 2 hour. The product is CC1=CC=CC=2N1C=C(N2)C(C)SC=2NC=C(N2)C2=CC=CC=C2 (5-Methyl-2-(1-methyl-4-phenyl-1H-imidazol-2-ylsulfanylmethyl)-imidazo[1,2-a]pyridine). Reaction SMILES: Cl[CH2:2][C:3]([CH2:5]Cl)=O.F[C:8](F)(F)[C:9]1[N:14]=[C:13]([NH2:15])[CH:12]=[CH:11][CH:10]=1.[CH3:18]CN(C(C)C)C(C)C.C[N:28]1[CH:32]=[C:31]([C:33]2[CH:38]=[CH:37][CH:36]=[CH:35][CH:34]=2)[NH:30][C:29]1=[S:39]>COCCOC.CN(C=O)C>[CH3:2][C:3]1[N:15]2[CH:10]=[C:9]([CH:8]([S:39][C:29]3[NH:28][CH:32]=[C:31]([C:33]4[CH:34]=[CH:35][CH:36]=[CH:37][CH:38]=4)[N:30]=3)[CH3:18])[N:14]=[C:13]2[CH:12]=[CH:11][CH:5]=1. Reported procedure: 1,3-dichloroacetone (0.01 mL, 0.11 mmol) was added dropwise to a solution of 6-trifluoromethyl-pyridin-2-ylamine (0.016 g, 0.10 mmol) in 1,2-dimethoxyethane (1.0 mL), and the mixture was left to stir at room temperature for 2 h. The solvent was removed in vacuo and the resulting residue re-dissolved in ethanol (1.0 mL). The reaction mixture was subsequently heated under reflux for 2 h, and the solvent was removed under reduced pressure. DIPEA (0.05 mL, 0.25 mmol) and 1-methyl-4 phenyl-1,3-dihydr... The reactants are C(C)(C)N(CC)C(C)C (di-isopropylethylamine), [Sn](Cl)(Cl)(Cl)Cl (Tin tetrachloride), C([O-])(O)=O.[Na+] (sodium bicarbonate), [C@@H]([C@H](C(=O)[O-])O)(C(=O)[O-])O.[Na+].[K+] (Rochelle's salt). Solvent: ClCCl (dichloromethane), ClCCl (dichloromethane). Reaction conditions: time 10 minute. Product: COC1C(CCCC1)=O (2-methoxycyclohexanone), solid. Reaction SMILES: [Sn](Cl)(Cl)(Cl)Cl.C(N([CH:12]([CH3:14])[CH3:13])CC)(C)C.[C:15](=O)(O)[O-:16].[Na+].[C@H:20](O)(C([O-])=O)[C@@H:21](O)[C:22]([O-])=[O:23].[Na+].[K+]>ClCCl>[CH3:15][O:16][CH:13]1[CH2:12][CH2:14][CH2:20][CH2:21][C:22]1=[O:23] |f:2.3,4.5.6|. Procedure: A solution of 2(S) 2-methoxycyclohexanone (4.089 g) and (3S,4R)-4-acetoxy-3[(R)-(t-butyldimethylsilyloxy)ethyl]azetidinone (4.63 g) in dichloromethane (140 ml) was prepared at -16°. Tin tetrachloride (14.3 g) was added dropwise via syringe at such a rate that the temperature was kept beetween -16° and -13°. The mixture was stirred for 10 minutes, then the temperature was increased to +3°. A solution of di-isopropylethylamine (5.33 g) dissolved in dichloromethane (40 ml) was added over 20 minutes... Reactants: CC(C)CBr, [Li]CCCC, C1CCOC1, CCOC(C)=O, CN1CCN(Cc2ccccc2)CC1=O, CC(C)NC(C)C. Yields the product CC(C)CC1C(=O)N(C)CCN1Cc1ccccc1. As a reaction SMILES: [Br:28][CH2:29][CH:30]([CH3:31])[CH3:32].[CH2:1]([Li:2])[CH2:3][CH2:4][CH3:5].[CH2:33]1[O:34][CH2:35][CH2:36][CH2:37]1.[CH3:38][CH2:39][O:40][C:41](=[O:42])[CH3:43].[CH3:6][N:7]1[C:8](=[O:20])[CH2:9][N:10]([CH2:13][c:14]2[cH:15][cH:16][cH:17][cH:18][cH:19]2)[CH2:11][CH2:12]1.[CH:21]([NH:22][CH:23]([CH3:24])[CH3:25])([CH3:26])[CH3:27]>>[CH3:6][N:7]1[C:8](=[O:20])[CH:9]([CH2:29][CH:30]([CH3:31])[CH3:32])[N:10]([CH2:13][c:14]2[cH:15][cH:16][cH:17][cH:18][cH:19]2)[CH2:11][CH2:12]1. Starting materials: OC1=CC=C2C(C(=COC2=C1)C1=CC=CC=C1)=O (7-hydroxyisoflavone), C(C)(=O)OC(C)=O (acetic anhydride), ( 57 ). Solvent: N1=CC=CC=C1 (pyridine). The product is C(C)(=O)OC1=CC=C2C(C(=COC2=C1)C1=CC=CC=C1)=O (7-Acetoxyisoflavone). Reaction SMILES: [OH:1][C:2]1[CH:11]=[C:10]2[C:5]([C:6](=[O:18])[C:7]([C:12]3[CH:17]=[CH:16][CH:15]=[CH:14][CH:13]=3)=[CH:8][O:9]2)=[CH:4][CH:3]=1.[C:19](OC(=O)C)(=[O:21])[CH3:20]>N1C=CC=CC=1>[C:19]([O:1][C:2]1[CH:11]=[C:10]2[C:5]([C:6](=[O:18])[C:7]([C:12]3[CH:17]=[CH:16][CH:15]=[CH:14][CH:13]=3)=[CH:8][O:9]2)=[CH:4][CH:3]=1)(=[O:21])[CH3:20]. Procedure: 7-Acetoxyisoflavone was prepared from 7-hydroxyisoflavone (2.6 g, 10.9 mmol), acetic anhydride (16 ml) and pyridine (3.0 ml) as described for 4′,7-diacetoxydaidzein. Yield: (2.5 g, 82%) m.p. 133° C. 1H NMR (CDCl3): δ 2.36 (s, 3H, OCOCH3), 7.18 (dd, 1H, J 2.2 Hz 8.6 Hz, H6), 7.31 (d, 1H, J 2.2 Hz H8), 7.39-7.57 (m, 5H, ArH), 8.00 (s, 1H, H2), 8.33 (d, 1H, J 8.6 Hz, H5). Mass spectrum: m/z 280 (M, 28%); 237-(98); 238 (57).